From a dataset of the Open Reaction Database (ORD), a public repository of structured organic reaction records. describe an organic reaction: reactants, conditions, products, and yield Reactants: C(C)(C)(C)C1=CC=C(C=C1)N1C(N(C(C1=O)(C)C)CC1=NC(=NC=C1)S(=O)(=O)C)=O (3-(4-tert-butylphenyl)-5,5-dimethyl-1-{[2-(methylsulphonyl)pyrimidin-4-yl]methyl}imidazolidine-2,4-dione), N (ammonia). Solvent: O1CCOCC1 (dioxane). The product is NC1=NC=CC(=N1)CN1C(N(C(C1(C)C)=O)C1=CC=C(C=C1)C(C)(C)C)=O (1-[(2-aminopyrimidin-4-yl)methyl]-3-(4-tert-butylphenyl)-5,5-dimethylimidazolidine-2,4-dione). Reaction SMILES: [C:1]([C:5]1[CH:10]=[CH:9][C:8]([N:11]2[C:15](=[O:16])[C:14]([CH3:18])([CH3:17])[N:13]([CH2:19][C:20]3[CH:25]=[CH:24][N:23]=[C:22](S(C)(=O)=O)[N:21]=3)[C:12]2=[O:30])=[CH:7][CH:6]=1)([CH3:4])([CH3:3])[CH3:2].[NH3:31]>O1CCOCC1>[NH2:31][C:22]1[N:21]=[C:20]([CH2:19][N:13]2[C:14]([CH3:18])([CH3:17])[C:15](=[O:16])[N:11]([C:8]3[CH:9]=[CH:10][C:5]([C:1]([CH3:3])([CH3:2])[CH3:4])=[CH:6][CH:7]=3)[C:12]2=[O:30])[CH:25]=[CH:24][N:23]=1. Reported procedure: A solution of 0.45 g of 3-(4-tert-butylphenyl)-5,5-dimethyl-1-{[2-(methylsulphonyl)pyrimidin-4-yl]methyl}imidazolidine-2,4-dione obtained in stage e) in 2.1 mL of dioxane and 2.1 mL of 30% aqueous ammonia is heated in a sealed microwave tube at 120° C. for 1 hour. After evaporating off the solvents, 0.38 g of 1-[(2-aminopyrimidin-4-yl)methyl]-3-(4-tert-butylphenyl)-5,5-dimethylimidazolidine-2,4-dione is obtained, the characteristics of which are as follows: The reactants are C1=C(C=CC2=CC=CC=C12)CC(=O)O (2-naphthylacetic acid), C1CCC2=NCCCN2CC1 (DBU), C(C1=CC=CC=C1)Br (benzyl bromide). The solvent is C(C)#N (acetonitrile). Product: C(C1=CC=CC=C1)OC(CC1=CC2=CC=CC=C2C=C1)=O (2-naphthylacetic acid benzyl ester). Yield: 100.5%. RXN SMILES: [CH:1]1[C:10]2[C:5](=[CH:6][CH:7]=[CH:8][CH:9]=2)[CH:4]=[CH:3][C:2]=1[CH2:11][C:12]([OH:14])=[O:13].C1CCN2C(=NCCC2)CC1.[CH2:26](Br)[C:27]1[CH:32]=[CH:31][CH:30]=[CH:29][CH:28]=1>C(#N)C>[CH2:26]([O:13][C:12](=[O:14])[CH2:11][C:2]1[CH:3]=[CH:4][C:5]2[C:10](=[CH:9][CH:8]=[CH:7][CH:6]=2)[CH:1]=1)[C:27]1[CH:32]=[CH:31][CH:30]=[CH:29][CH:28]=1. Procedure details: To a stirred solution of 2-naphthylacetic acid (1 g, 5.4 mmol) in acetonitrile (10 mL) were added DBU (0.97 mL, 6.4 mmol) and benzyl bromide (0.77 mL, 6.4 mmol). After 3 hours the mixture was concentrated, and the residue was taken up in ethyl acetate. The organic phase was washed with 10% citric acid, 10% NaHCO3 and brine, dried (MgSO4), and concentrated to give 2-naphthylacetic acid benzyl ester as a white solid (1.5 g, 100%).